Task: describe an organic reaction: reactants, conditions, products, and yield. Dataset: the Open Reaction Database (ORD), a public repository of structured organic reaction records The product is C1(CC1)N(C)CC=1C=C(C=C2C(CC(OC12)(C)C)(C)C)C#C[Si](C)(C)C (8-[(Cyclopropyl-methyl-amino)-methyl]-2,2,4,4-tetramethyl-6-trimethylsilanylethynyl chroman). Procedure details: A solution of 6-bromo-8-[(cyclopropyl-formyl-amino)-methyl]-2,2,4,4-tetramethyl-chroman (Intermediate 9, 1.5 g, 4.2 mmol) in triethyl amine (5 mL) and anhydrous tetrahydrofuran (10 mL) was treated with copper(I)iodide (0.32 g, 1.68 mmol) and sparged with argon for 5 minutes. Trimethylsilyl acetylene (2.5 mL, 17.6 mmol) was then added followed by dichlorobis(triphenylphosphine)palladium(II) (0.737 g, 1.05 mmol). The resulting reaction mixture was heated at 70° C. for 17 h. It was then cooled to a... Run at temperature 70 celsius. RXN SMILES: Br[C:2]1[CH:3]=[C:4]2[C:9](=[C:10]([CH2:12][N:13]([CH:16]3[CH2:18][CH2:17]3)[CH:14]=O)[CH:11]=1)[O:8][C:7]([CH3:20])([CH3:19])[CH2:6][C:5]2([CH3:22])[CH3:21].[CH3:23][Si:24]([C:27]#[CH:28])([CH3:26])[CH3:25]>C(N(CC)CC)C.O1CCCC1.C(OCC)C.[Cu]I.Cl[Pd](Cl)([P](C1C=CC=CC=1)(C1C=CC=CC=1)C1C=CC=CC=1)[P](C1C=CC=CC=1)(C1C=CC=CC=1)C1C=CC=CC=1>[CH:16]1([N:13]([CH2:12][C:10]2[CH:11]=[C:2]([C:28]#[C:27][Si:24]([CH3:26])([CH3:25])[CH3:23])[CH:3]=[C:4]3[C:9]=2[O:8][C:7]([CH3:20])([CH3:19])[CH2:6][C:5]3([CH3:22])[CH3:21])[CH3:14])[CH2:18][CH2:17]1 |^1:50,69|. Starting materials: BrC=1C=C2C(CC(OC2=C(C1)CN(C=O)C1CC1)(C)C)(C)C (6-bromo-8-[(cyclopropyl-formyl-amino)-methyl]-2,2,4,4-tetramethyl-chroman), BrC=1C=C2C(CC(OC2=C(C1)CN(C=O)C1CC1)(C)C)(C)C (6-bromo-8-[(cyclopropyl-formyl-amino)-methyl]-2,2,4,4-tetramethyl-chroman), C[Si](C)(C)C#C (Trimethylsilyl acetylene). Reagents/catalysts: Cl[Pd]([P](C1=CC=CC=C1)(C2=CC=CC=C2)C3=CC=CC=C3)([P](C4=CC=CC=C4)(C5=CC=CC=C5)C6=CC=CC=C6)Cl (dichlorobis(triphenylphosphine)palladium(II)), [Cu]I (copper(I)iodide). Solvent: C(C)N(CC)CC (triethyl amine), O1CCCC1 (tetrahydrofuran), C(C)OCC (diethyl ether).